Dataset: the Open Reaction Database (ORD), a public repository of structured organic reaction records. Task: describe an organic reaction: reactants, conditions, products, and yield Reactants: [Si](C)(C)(C(C)(C)C)Cl (t-butyldimethylsilyl chloride), N1C=NC=C1 (imidazole), BrC1=CC=C(OCCO[Si](C)(C)C(C)(C)C)C=C1 ([2-(4-Bromophenoxy)ethoxy](1,1-dimethylethyl)dimethylsilane), C1(=CC=CC=C1)N(CCO)CCO (2,2'-(phenylimino)diethanol). Run in CN(C=O)C (dimethylformamide). Run at time 8 hour. Yields the product BrC1=CC=C(OCCO[Si](C)(C)C(C)(C)C)C=C1 ([2-(4-Bromophenoxy)ethoxy](1,1-dimethylethyl)dimethylsilane), CC(C)(C)[Si](OCCN(C1=CC=CC=C1)CCO[Si](C)(C)C(C)(C)C)(C)C (N,N-Bis[2-[[(1,1-dimethylethyl)dimethylsilyl]oxy]ethyl]benzenamine). Isolated yield 100.0%. As a reaction SMILES: [Br:1][C:2]1[CH:18]=[CH:17][C:5]([O:6][CH2:7][CH2:8][O:9][Si:10]([C:13]([CH3:16])([CH3:15])[CH3:14])([CH3:12])[CH3:11])=[CH:4][CH:3]=1.[C:19]1([N:25]([CH2:29][CH2:30][OH:31])[CH2:26][CH2:27][OH:28])[CH:24]=[CH:23][CH:22]=[CH:21][CH:20]=1.[Si:32](Cl)([C:35]([CH3:38])([CH3:37])[CH3:36])([CH3:34])[CH3:33].N1C=CN=C1>CN(C)C=O>[Br:1][C:2]1[CH:3]=[CH:4][C:5]([O:6][CH2:7][CH2:8][O:9][Si:10]([C:13]([CH3:14])([CH3:15])[CH3:16])([CH3:11])[CH3:12])=[CH:17][CH:18]=1.[CH3:16][C:13]([Si:10]([CH3:11])([CH3:12])[O:28][CH2:27][CH2:26][N:25]([CH2:29][CH2:30][O:31][Si:32]([C:35]([CH3:38])([CH3:37])[CH3:36])([CH3:34])[CH3:33])[C:19]1[CH:24]=[CH:23][CH:22]=[CH:21][CH:20]=1)([CH3:14])[CH3:15]. Procedure: A procedure analogous to that used for 1a was used with the following materials: 2,2'-(phenylimino)diethanol (9.0 g, 50 mmol), t-butyldimethylsilyl chloride (18.1 g, 0.12 mol), imidazole (17.0 g, 0.25 mol), and dimethylformamide (50 mL). The reaction was stirred overnight for convenience. Workup as in 1a gave 3a as a pale oil (21.6 g, >100%). 1H NMR (CDCl3) δ7.21 (2H, d, J=8.4), 6.68 (3H, overlapping d, t), 3.77 (4H, d, J=6.6), 3.52 (4H, d, J=6.6), 0.92 (18H, s), 0.06 (12H, s). 13C NMR (CDCl3) δ... Reactants: NCCC1=CNC2=CC=CC=C12 (tryptamine), C(C1=CC=CC=C1)OC(=O)Cl (benzylchloroformate), C(=O)(O)[O-].[Na+] (NaHCO3). The solvent is C(Cl)(Cl)Cl (CHCl3), O (H2O). Run at time 2 hour. The product is C(C1=CC=CC=C1)OC(=O)NCCC1=CNC2=CC=CC=C12 (N-Benzyloxycarbonyltryptamine). Reaction SMILES: [NH2:1][CH2:2][CH2:3][C:4]1[C:12]2[C:7](=[CH:8][CH:9]=[CH:10][CH:11]=2)[NH:6][CH:5]=1.[CH2:13]([O:20][C:21](Cl)=[O:22])[C:14]1[CH:19]=[CH:18][CH:17]=[CH:16][CH:15]=1.C([O-])(O)=O.[Na+]>C(Cl)(Cl)Cl.O>[CH2:13]([O:20][C:21]([NH:1][CH2:2][CH2:3][C:4]1[C:12]2[C:7](=[CH:8][CH:9]=[CH:10][CH:11]=2)[NH:6][CH:5]=1)=[O:22])[C:14]1[CH:19]=[CH:18][CH:17]=[CH:16][CH:15]=1 |f:2.3|. Procedure: To a mixture of tryptamine 1.0 g (6.2 mmol) in a mixture of CHCl3 and H2O, was added 1.1 g (6.2 mmol) benzylchloroformate, followed by dropwise addition of sat. NaHCO3 solution to maintain alkaline conditions. The reaction was stirred for 2 hrs. The reaction was extracted with CHCl3 and the organic layer was concentrated to dryness giving a dark yellow oil. The oil was crystallized from ethanol/water to give an off-white crystalline product. The reactants are C(C)(C)(C)OC(=O)N[C@H](C(=O)N[C@H](C(=O)O)CC1=CC(=C(C=C1)OCC(=O)OC)C(=O)OC)CC1=CC=CC=C1 ((2S)-2-({(2S)-2-[(tert-butoxycarbonyl)amino]-3-phenylpropanoyl}amino)-3-[3-(methoxycarbonyl)-4-(2-methoxy-2-oxoethoxy)phenyl]propanoic acid), Cl.C1(=CC=CC=C1)C(CCON)C1=CC=CC=C1 (3,3-diphenylpropoxyamine hydrochloride). Product: C(C)(C)(C)OC(=O)N[C@H](C(=O)N[C@@H](CC=1C=CC(=C(C(=O)O)C1)OCC(=O)O)C(=O)NOCCC(C1=CC=CC=C1)C1=CC=CC=C1)CC1=CC=CC=C1 (5-{(2S)-2-({(2S)-2-[(tert-Butoxycarbonyl)amino]-3-phenylpropanoyl}amino)-3-[(3,3-diphenylpropoxy)amino]-3-oxopropyl}-2-(carboxymethoxy)benzoic Acid). Yield: 26.1%. RXN SMILES: [C:1]([O:5][C:6]([NH:8][C@@H:9]([CH2:34][C:35]1[CH:40]=[CH:39][CH:38]=[CH:37][CH:36]=1)[C:10]([NH:12][C@@H:13]([CH2:17][C:18]1[CH:23]=[CH:22][C:21]([O:24][CH2:25][C:26]([O:28]C)=[O:27])=[C:20]([C:30]([O:32]C)=[O:31])[CH:19]=1)[C:14](O)=[O:15])=[O:11])=[O:7])([CH3:4])([CH3:3])[CH3:2].Cl.[C:42]1([CH:48]([C:53]2[CH:58]=[CH:57][CH:56]=[CH:55][CH:54]=2)[CH2:49][CH2:50][O:51][NH2:52])[CH:47]=[CH:46][CH:45]=[CH:44][CH:43]=1>>[C:1]([O:5][C:6]([NH:8][C@@H:9]([CH2:34][C:35]1[CH:40]=[CH:39][CH:38]=[CH:37][CH:36]=1)[C:10]([NH:12][C@H:13]([C:14]([NH:52][O:51][CH2:50][CH2:49][CH:48]([C:53]1[CH:58]=[CH:57][CH:56]=[CH:55][CH:54]=1)[C:42]1[CH:43]=[CH:44][CH:45]=[CH:46][CH:47]=1)=[O:15])[CH2:17][C:18]1[CH:23]=[CH:22][C:21]([O:24][CH2:25][C:26]([OH:28])=[O:27])=[C:20]([CH:19]=1)[C:30]([OH:32])=[O:31])=[O:11])=[O:7])([CH3:4])([CH3:2])[CH3:3] |f:1.2|. Procedure: Synthesis was performed from (2S)-2-({(2S)-2-[(tert-butoxycarbonyl)amino]-3-phenylpropanoyl}amino)-3-[3-(methoxycarbonyl)-4-(2-methoxy-2-oxoethoxy)phenyl]propanoic acid (85 mg, 0.15 mmol) and 3,3-diphenylpropoxyamine hydrochloride (48 mg, 0.18 mmol) according to Method C with HPLC purification to give the title compound (29 mg). 7.75 (s, 1H), 7.33 (d, J=9.5 Hz, 1H), 6.87 (d, J=8.3 Hz, 1H), 4.71 (s, 2H), 4.39 (dd, 1H), 4.25 (m, 1H), 4.11 (t, J=8.0 Hz, 1H), 3.57 (m, 2H), 3.01 (m, 2H), 2.93 (m, 1H)... Reaction SMILES: [Br:1][C:2]1[CH:9]=[CH:8][C:5]([C:6]#[N:7])=[CH:4][CH:3]=1.[CH3:10][CH2:11][OH:12]>>[CH2:11]([O:12][C:6](=[NH:7])[C:5]1[CH:8]=[CH:9][C:2]([Br:1])=[CH:3][CH:4]=1)[CH3:10]. Reported procedure: 4-Bromo-benzonitrile (5 g) was suspended in absolute EtOH (100 ml) and cooled to 0-5° C. HCl gas was bubbled through, initially vigorously for several minutes and later slowly for 5 hours. The resulting solution was allowed to stir overnight. Most of solvent was removed and the precipitate was filtered, washed with EtOH twice and dried to afford compound 2BH (4.1 g) as white solid. Yields the product C(C)OC(C1=CC=C(C=C1)Br)=N (4-bromo-benzimidic Acid Ethyl Ester). Reactants: BrC1=CC=C(C#N)C=C1 (4-Bromo-benzonitrile), CCO (EtOH). Conditions: temperature 2.5 celsius, time 5 hour. Reactants: Cl (hydrochloric acid), C(C)O[Si](C1=CC=C(C=C1)C1=CC=C(C=C1)[Si](OCC)(OCC)OCC)(OCC)OCC (4,4′-bis(triethoxysilyl)biphenyl). Run in C(C)O (ethanol). Run at time 48 hour. Yields the product C1(=CC=CC=C1)C1=CC=CC=C1 (Biphenyl). RXN SMILES: C(O[Si](OCC)(OCC)[C:5]1[CH:10]=[CH:9][C:8]([C:11]2[CH:16]=[CH:15][C:14]([Si](OCC)(OCC)OCC)=[CH:13][CH:12]=2)=[CH:7][CH:6]=1)C.Cl>C(O)C>[C:8]1([C:11]2[CH:12]=[CH:13][CH:14]=[CH:15][CH:16]=2)[CH:9]=[CH:10][CH:5]=[CH:6][CH:7]=1. Reported procedure: First, trimethyloctadecylammonium chloride (surfactant: 1.83 g, 5.26 mol) was dissolved in a mixed liquid of water (100 ml) and a 6 M aqueous solution of sodium hydroxide (10 g) to obtain a mixed solution. Then, 4,4′-bis(triethoxysilyl)biphenyl (2.00 g, 4.18 mol) was added dropwise into the obtained mixed solution while stirring at room temperature. Thereafter, the irradiation with ultrasonic waves for 20 minutes and the stirring were repeated to the mixed solution. Subsequently, the solution wa...